This data is from the Open Reaction Database (ORD), a public repository of structured organic reaction records. The task is: describe an organic reaction: reactants, conditions, products, and yield Reactants: FC=1C=CC(=C(C1)C)[N+](=O)[O-] (5-fluoro-2-nitrotoluene), [Mn](=O)(=O)(=O)[O-].[K+] (potassium permanganate), O (water), [Mn](=O)(=O)(=O)[O-].[K+] (potassium permanganate). Run at temperature 100 celsius, time 3 hour. Yields the product FC=1C=CC(=C(C(=O)O)C1)[N+](=O)[O-] (5-fluoro-2-nitrobenzoic acid). Reaction SMILES: [F:1][C:2]1[CH:3]=[CH:4][C:5]([N+:9]([O-:11])=[O:10])=[C:6]([CH3:8])[CH:7]=1.[Mn]([O-])(=O)(=O)=[O:13].[K+].[OH2:18]>>[F:1][C:2]1[CH:3]=[CH:4][C:5]([N+:9]([O-:11])=[O:10])=[C:6]([CH:7]=1)[C:8]([OH:13])=[O:18] |f:1.2|. Procedure details: A mixture of 5-fluoro-2-nitrotoluene (25.0 g, 161 mmol), potassium permanganate (102 g, 645 mmol) and water (500 mL) was heated and stirred at 100° C. for 3 hours. The solution was cooled to room temperature, and insoluble matter derived from potassium permanganate was removed by celite filtration. The filtrate was washed with diethylether, made acidic by the addition of conc. hydrochloric acid, and organic matter was extracted with diethyl ether. The extract was washed with saturated brine and ... Starting materials: [BH4-].[Na+] (sodium borohydride), CNC(=O)C=1C=CC(=C2C(=CNC12)C(C(=O)N1CCN(CC1)C(C1=CC=CC=C1)=O)=O)F (3-[2-(4-Benzoyl-piperazin-1-yl)-2-oxo-acetyl]-4-fluoro-1H-indole-7-carboxylic acid methylamide). The solvent is C(C)O (ethanol). Reaction conditions: time 8 hour. Product: CNC(=O)C=1C=CC(=C2C(=CNC12)C(C(=O)N1CCN(CC1)C(C1=CC=CC=C1)=O)O)F (3-[2-(4-Benzoyl-piperazin-1-yl)-1-hydroxy-2-oxo-ethyl]-4-fluoro-1H-indole-7-carboxylic acid methylamide). The yield is 40.0%. RXN SMILES: [CH3:1][NH:2][C:3]([C:5]1[CH:6]=[CH:7][C:8]([F:32])=[C:9]2[C:13]=1[NH:12][CH:11]=[C:10]2[C:14](=[O:31])[C:15]([N:17]1[CH2:22][CH2:21][N:20]([C:23](=[O:30])[C:24]2[CH:29]=[CH:28][CH:27]=[CH:26][CH:25]=2)[CH2:19][CH2:18]1)=[O:16])=[O:4].[BH4-].[Na+]>C(O)C>[CH3:1][NH:2][C:3]([C:5]1[CH:6]=[CH:7][C:8]([F:32])=[C:9]2[C:13]=1[NH:12][CH:11]=[C:10]2[CH:14]([OH:31])[C:15]([N:17]1[CH2:18][CH2:19][N:20]([C:23](=[O:30])[C:24]2[CH:25]=[CH:26][CH:27]=[CH:28][CH:29]=2)[CH2:21][CH2:22]1)=[O:16])=[O:4] |f:1.2|. Procedure: A suspension of 3-[2-(4-Benzoyl-piperazin-1-yl)-2-oxo-acetyl]-4-fluoro-1H-indole-7-carboxylic acid methylamide (A″′, 0.260 g., 0.60 mmol) in absolute ethanol (5 mL) under nitrogen atmosphere was treated with sodium borohydride (0.031 g, 0.8 mmol). The suspension became a solution within several minutes. The reaction was stirred overnight. Solvent was removed in-vaccuo and the residue was purified by silica gel column chromatography, eluting with ethyl acetate:methanol (100:0 changing to 90:10). ...